Dataset: the Open Reaction Database (ORD), a public repository of structured organic reaction records. Task: describe an organic reaction: reactants, conditions, products, and yield As a reaction SMILES: [Br:1][c:2]1[n:3][c:4]2[c:5]([n:6][cH:7]1)[nH:8][cH:9][cH:10]2.[C:21](=[O:22])([O-:23])[O-:24].[CH3:29][C:30]#[N:31].[Cl:11][c:12]1[cH:13][cH:14][c:15]([B:18]([OH:19])[OH:20])[cH:16][cH:17]1.[ClH:27].[K+:25].[K+:26].[OH2:28]>>[c:2]1(-[c:15]2[cH:14][cH:13][c:12]([Cl:11])[cH:17][cH:16]2)[n:3][c:4]2[c:5]([n:6][cH:7]1)[nH:8][cH:9][cH:10]2. Product: Clc1ccc(-c2cnc3[nH]ccc3n2)cc1. Starting materials: Brc1cnc2[nH]ccc2n1, O=C([O-])[O-], CC#N, OB(O)c1ccc(Cl)cc1, Cl, [K+], [K+], O.